This data is from the Open Reaction Database (ORD), a public repository of structured organic reaction records. The task is: describe an organic reaction: reactants, conditions, products, and yield The reactants are CC(=O)OC(C)=O, NCCCCCCOc1ccccc1C(=O)Nc1ccc(C(=O)N2CCCCc3ccccc32)cc1, [Na+], [OH-], O=S(=O)(O)O. Product: CC(=O)NCCCCCCOc1ccccc1C(=O)Nc1ccc(C(=O)N2CCCCc3ccccc32)cc1. RXN SMILES: [CH3:44][C:45](=[O:46])[O:47][C:48](=[O:49])[CH3:50].[NH2:1][CH2:2][CH2:3][CH2:4][CH2:5][CH2:6][CH2:7][O:8][c:9]1[c:10]([C:11](=[O:12])[NH:13][c:14]2[cH:15][cH:16][c:17]([C:18](=[O:19])[N:20]3[CH2:21][CH2:22][CH2:23][CH2:24][c:25]4[c:26]3[cH:27][cH:28][cH:29][cH:30]4)[cH:31][cH:32]2)[cH:33][cH:34][cH:35][cH:36]1.[Na+:43].[OH-:42].[S:37](=[O:38])(=[O:39])([OH:40])[OH:41]>>[NH:1]([CH2:2][CH2:3][CH2:4][CH2:5][CH2:6][CH2:7][O:8][c:9]1[c:10]([C:11](=[O:12])[NH:13][c:14]2[cH:15][cH:16][c:17]([C:18](=[O:19])[N:20]3[CH2:21][CH2:22][CH2:23][CH2:24][c:25]4[c:26]3[cH:27][cH:28][cH:29][cH:30]4)[cH:31][cH:32]2)[cH:33][cH:34][cH:35][cH:36]1)[C:45]([CH3:44])=[O:46]. The reactants are CN(C)Cc1c[nH]c2ncccc12, Cc1ccccc1, c1ccc(-c2ccc3c(c2)CCNC3)cc1. Product: c1ccc(-c2ccc3c(c2)CCN(Cc2c[nH]c4ncccc24)C3)cc1. Reaction SMILES: [CH3:17][N:18]([CH3:19])[CH2:20][c:21]1[cH:22][nH:23][c:24]2[n:25][cH:26][cH:27][cH:28][c:29]12.[CH3:30][c:31]1[cH:32][cH:33][cH:34][cH:35][cH:36]1.[c:1]1(-[c:7]2[cH:8][c:9]3[c:14]([cH:15][cH:16]2)[CH2:13][NH:12][CH2:11][CH2:10]3)[cH:2][cH:3][cH:4][cH:5][cH:6]1>>[c:1]1(-[c:7]2[cH:8][c:9]3[c:14]([cH:15][cH:16]2)[CH2:13][N:12]([CH2:20][c:21]2[cH:22][nH:23][c:24]4[n:25][cH:26][cH:27][cH:28][c:29]24)[CH2:11][CH2:10]3)[cH:2][cH:3][cH:4][cH:5][cH:6]1. Reactants: ClC1=C(OC(C(=O)OC)C2=CC=CC=C2)C=CC(=C1)CBr (methyl 2-(2-chloro-4-bromomethylphenoxy)-2-phenylacetate), oil, [H-].[Na+] (sodium hydride), C(CCC)C=1NC2=CC=C(C=C2C(N1)=O)C (2-n-butyl-6-methylquinazolin-4(1H)-one). Solvent: CN(C)C=O (DMF), CN(C)C=O (DMF). Product: C(CCC)C1=NC2=CC=C(C=C2C(N1CC1=CC(=C(C=C1)OC(C1=CC=CC=C1)C(=O)OC)Cl)=O)C (2-butyl-3-[4-[(1-carbomethoxy) (1-phenyl)methoxy]-3-chlorophenyl]methyl-6-methylquinazolin-4(3H)-one). The yield is 52.4%. As a reaction SMILES: [CH2:1]([C:5]1[NH:6][C:7]2[C:12]([C:13](=[O:15])[N:14]=1)=[CH:11][C:10]([CH3:16])=[CH:9][CH:8]=2)[CH2:2][CH2:3][CH3:4].[H-].[Na+].[Cl:19][C:20]1[CH:37]=[C:36]([CH2:38]Br)[CH:35]=[CH:34][C:21]=1[O:22][CH:23]([C:28]1[CH:33]=[CH:32][CH:31]=[CH:30][CH:29]=1)[C:24]([O:26][CH3:27])=[O:25]>CN(C=O)C>[CH2:1]([C:5]1[N:14]([CH2:38][C:36]2[CH:35]=[CH:34][C:21]([O:22][CH:23]([C:24]([O:26][CH3:27])=[O:25])[C:28]3[CH:33]=[CH:32][CH:31]=[CH:30][CH:29]=3)=[C:20]([Cl:19])[CH:37]=2)[C:13](=[O:15])[C:12]2[C:7](=[CH:8][CH:9]=[C:10]([CH3:16])[CH:11]=2)[N:6]=1)[CH2:2][CH2:3][CH3:4] |f:1.2|. Procedure details: To a half suspension of 62 mg (0.287 mmol) of the product of Step A of Example 1 in 1.0 mL of anhydrous DMF was added 12 mg (1.05 eq) of a 60% oil dispersion of sodium hydride and the reaction mixture was stirred under an N2 atmosphere. After stirring 10 minutes at room temperature, a solution of 0.127 g (1.2 eq) of the product of Step B dissolved in 1.0 mL DMF was added to the solution of the anion. The reaction mixture was then stirred overnight, then partitioned between water and ethyl acetat... Reactants: C1CCC2=NCCCN2CC1, C1CCOC1, OCc1ccc2nc[nH]c2c1, [N-]=[N+]=NP(=O)(c1ccccc1)c1ccccc1. Yields the product [N-]=[N+]=NCc1ccc2nc[nH]c2c1. Reaction SMILES: [CH2:29]1[CH2:30][CH2:31][C:32]2=[N:37][CH2:36][CH2:35][CH2:34][N:33]2[CH2:38][CH2:39]1.[CH2:40]1[O:41][CH2:42][CH2:43][CH2:44]1.[OH:1][CH2:2][c:3]1[cH:4][c:5]2[c:6]([n:7][cH:8][nH:9]2)[cH:10][cH:11]1.[c:12]1([P:13]([c:14]2[cH:15][cH:16][cH:17][cH:18][cH:19]2)(=[O:20])[N:26]=[N+:27]=[N-:28])[cH:21][cH:22][cH:23][cH:24][cH:25]1>>[CH2:2]([c:3]1[cH:4][c:5]2[c:6]([n:7][cH:8][nH:9]2)[cH:10][cH:11]1)[N:26]=[N+:27]=[N-:28]. Yields the product FC1=C(C=C(C=C1)F)S(=O)(=O)NC1=C(C=CC(=C1)C=1N=C(SC1C1=NC(=NC=C1)NC1CCOCC1)C(C)C)F (2,5-Difluoro-N-(2-fluoro-5-{2-(1-methylethyl)-5-[2-(tetrahydro-2H-pyran-4-ylamino)-4-pyrimidinyl]-1,3-thiazol-4-yl}phenyl)benzenesulfonamide). The solvent is C1CCOC1 (THF). As a reaction SMILES: Cl[C:2]1[N:7]=[C:6]([C:8]2[S:12][C:11]([CH:13]([CH3:15])[CH3:14])=[N:10][C:9]=2[C:16]2[CH:17]=[CH:18][C:19]([F:34])=[C:20]([NH:22][S:23]([C:26]3[CH:31]=[C:30]([F:32])[CH:29]=[CH:28][C:27]=3[F:33])(=[O:25])=[O:24])[CH:21]=2)[CH:5]=[CH:4][N:3]=1.[O:35]1[CH2:40][CH2:39][CH:38]([NH2:41])[CH2:37][CH2:36]1>C1COCC1>[F:33][C:27]1[CH:28]=[CH:29][C:30]([F:32])=[CH:31][C:26]=1[S:23]([NH:22][C:20]1[CH:21]=[C:16]([C:9]2[N:10]=[C:11]([CH:13]([CH3:15])[CH3:14])[S:12][C:8]=2[C:6]2[CH:5]=[CH:4][N:3]=[C:2]([NH:41][CH:38]3[CH2:39][CH2:40][O:35][CH2:36][CH2:37]3)[N:7]=2)[CH:17]=[CH:18][C:19]=1[F:34])(=[O:25])=[O:24]. Reported procedure: Following a procedure analogous to the procedure described in Example 1 using N-{5-[5-(2-chloro-4-pyrimidinyl)-2-(1-methylethyl)-1,3-thiazol-4-yl]-2-fluorophenyl}-2,5-difluorobenzenesulfonamide (0.10 g, 0.19 mmol) and tetrahydro-2H-pyran-4-amine (0.19 g, 1.90 mmol) in THF (1 mL) the title compound was obtained as an off-white solid (0.094 g, 0.16 mmol, 84% yield). 1H NMR (400 MHz, DMSO-d6) δ ppm 8.02 (d, J=5.2 Hz, 1H), 7.75-7.65 (m, 1H), 7.55-7.38 (m, 1H), 7.38-7.28 (m, 1H), 7.28-7.11 (m, 3H), 7... Reactants: ClC1=NC=CC(=N1)C1=C(N=C(S1)C(C)C)C=1C=CC(=C(C1)NS(=O)(=O)C1=C(C=CC(=C1)F)F)F (N-{5-[5-(2-chloro-4-pyrimidinyl)-2-(1-methylethyl)-1,3-thiazol-4-yl]-2-fluorophenyl}-2,5-difluorobenzenesulfonamide), O1CCC(CC1)N (tetrahydro-2H-pyran-4-amine). The reactants are ClC1=CC=C(C(=O)C2=CC3=C(O2)C=CC=C3)C=C1 (2-(4-chlorobenzoyl)benzo[b]furan), BrC1=CC=C(C(=O)C2=CC3=C(O2)C=CC=C3)C=C1 (2-(4-bromobenzoyl)-benzo [b]furan). Product: C(C1=CC=CC=C1)(=O)C1=CC2=C(O1)C=CC=C2 (2-benzoylbenzo[b]furan). As a reaction SMILES: Cl[C:2]1[CH:18]=[CH:17][C:5]([C:6]([C:8]2[O:12][C:11]3[CH:13]=[CH:14][CH:15]=[CH:16][C:10]=3[CH:9]=2)=[O:7])=[CH:4][CH:3]=1.BrC1C=CC(C(C2OC3C=CC=CC=3C=2)=O)=CC=1>>[C:6]([C:8]1[O:12][C:11]2[CH:13]=[CH:14][CH:15]=[CH:16][C:10]=2[CH:9]=1)(=[O:7])[C:5]1[CH:4]=[CH:3][CH:2]=[CH:18][CH:17]=1. Procedure: 2-(4-chlorobenzoyl)benzo[b]furan and 2-(4-bromobenzoyl)-benzo [b]furan: ibid., Ghelardoni, M.; Pestellini, V.; Musante, C.: Gazz. Chim. Ital. 99, 1273 (1969);